Dataset: the Open Reaction Database (ORD), a public repository of structured organic reaction records. Task: describe an organic reaction: reactants, conditions, products, and yield Starting materials: CC(C)(C)NO, O=Cc1ccc(OCc2ccccc2)cc1, O, Cc1ccc(S(=O)(=O)O)cc1, c1ccccc1. Product: CC(C)(C)[N+]([O-])=Cc1ccc(OCc2ccccc2)cc1. As a reaction SMILES: [C:17]([CH3:18])([CH3:19])([CH3:20])[NH:21][OH:22].[CH2:1]([c:2]1[cH:3][cH:4][cH:5][cH:6][cH:7]1)[O:8][c:9]1[cH:10][cH:11][c:12]([CH:13]=[O:14])[cH:15][cH:16]1.[OH2:23].[c:24]1([CH3:25])[cH:26][cH:27][c:28]([S:29]([OH:30])(=[O:31])=[O:32])[cH:33][cH:34]1.[cH:35]1[cH:36][cH:37][cH:38][cH:39][cH:40]1>>[CH2:1]([c:2]1[cH:3][cH:4][cH:5][cH:6][cH:7]1)[O:8][c:9]1[cH:10][cH:11][c:12]([CH:13]=[N+:21]([C:17]([CH3:18])([CH3:19])[CH3:20])[O-:22])[cH:15][cH:16]1. Starting materials: FC(CO)(F)F (2,2,2-trifluoroethanol), CC1([C@@H]([C@@H]1\C=C/C(Cl)=O)C(=O)O[C@@H](C1=CC(=C(C=C1)F)OC1=CC=CC=C1)C#N)C ((S)α-cyano-3-phenoxy-4-fluorobenzyl(1R,cis,Z)2,2-dimethyl-3-[3-oxo-3-chloro-1-propenyl]cyclopropane-carboxylate), P(=O)([O-])(O)O.[Na+] (monosodium phosphate). The solvent is C(Cl)Cl (methylene chloride). Run at time 90 minute. Product: CC1([C@@H]([C@@H]1\C=C/C(OCC(F)(F)F)=O)C(=O)O[C@@H](C1=CC(=C(C=C1)F)OC1=CC=CC=C1)C#N)C ((S)α-cyano-3-phenoxy-4-fluoro-benzyl(1R,cis,Z)2,2-dimethyl-3-[3-oxo-3-(2,2,2-trifluoroethoxy)-1-propenyl]-cyclopropane-carboxylate). As a reaction SMILES: [F:1][C:2]([F:6])([F:5])[CH2:3][OH:4].[CH3:7][C:8]1([CH3:36])[C@@H:10](/[CH:11]=[CH:12]\[C:13](=[O:15])Cl)[C@H:9]1[C:16]([O:18][C@H:19]([C:34]#[N:35])[C:20]1[CH:25]=[CH:24][C:23]([F:26])=[C:22]([O:27][C:28]2[CH:33]=[CH:32][CH:31]=[CH:30][CH:29]=2)[CH:21]=1)=[O:17].P(O)(O)([O-])=O.[Na+]>C(Cl)Cl>[CH3:7][C:8]1([CH3:36])[C@@H:10](/[CH:11]=[CH:12]\[C:13](=[O:15])[O:4][CH2:3][C:2]([F:6])([F:5])[F:1])[C@H:9]1[C:16]([O:18][C@H:19]([C:34]#[N:35])[C:20]1[CH:25]=[CH:24][C:23]([F:26])=[C:22]([O:27][C:28]2[CH:29]=[CH:30][CH:31]=[CH:32][CH:33]=2)[CH:21]=1)=[O:17] |f:2.3|. Procedure: 2 ml of 2,2,2-trifluoroethanol were added at 20° C. to a solution of 2.14 g of the product of STEP D in 8 ml of methylene chloride and the mixture was stirred for 90 minutes and was poured into aqueous monosodium phosphate solution. The decanted organic phase was washed with water, dried and evaporated to dryness under reduced pressure. The residue was chromatographed over silica gel and was eluted with a 1-1 cyclohexane-ethyl acetate mixture to obtain 2.33 g of (S)α-cyano-3-phenoxy-4-fluoro-ben... The reactants are ClC(C(Cl)(F)F)(Cl)F (1,1,2-trichlorotrifiuoroethane), C(=C)(Cl)Cl (vinylidene chloride), S(=O)(=O)([O-])OOS(=O)(=O)[O-].[NH4+].[NH4+] (ammonium persulfate), C(=O)[O-].[Na+] (sodium formate), O (water), C(=O)=O.CC(=O)C (dry-ice acetone). Run in CN(C)C=O (DMF). Reaction conditions: time 30 minute. Yields the product ClC(CC(=O)O)(C(F)(F)Cl)F (3,4- dichloro-3,4,4-trifluorobutanoic acid), FC(CC(=O)O)=C(F)F (3,4,4-trifiuoro-3-butenoic acid). As a reaction SMILES: [Cl:1][C:2]([F:8])(Cl)[C:3]([F:6])([F:5])[Cl:4].[C:9](Cl)(Cl)=C.S(OOS([O-])(=O)=O)([O-])(=O)=O.[NH4+].[NH4+].[CH:25]([O-:27])=[O:26].[Na+].O.[C:30](=[O:32])=[O:31].[CH3:33]C(C)=O>CN(C=O)C>[Cl:1][C:2]([F:8])([C:3]([Cl:4])([F:6])[F:5])[CH2:9][C:25]([OH:27])=[O:26].[F:8][C:2](=[C:3]([F:6])[F:5])[CH2:33][C:30]([OH:32])=[O:31] |f:2.3.4,5.6,8.9|. Procedure details: A mixture of 1,1,2-trichlorotrifluoroethane (X) (9.37 g, 50 mmol), vinylidene chloride (4.85 g, 50 mmol), ammonium persulfate (11.41 g, 50 mmol), sodium formate (3.4 g, 50 mmol) and water (1.8 g, 0.1 mol) in DMF (80 mL) was stirred (dry-ice/acetone condensor) at room temperature with air bubbling. After 30 min, an aliquot of the reaction mixture was acidified with dilute HCl, extracted with ether and analyzed by GC, which indicated the formation of two products. These products were identified by... The reactants are N1C=C(C2=CC=CN=C12)C=O (7-azaindole-3-carboxaldehyde), C(#N)CC(=O)OCC (ethyl cyanoacetate). Run in CO (methanol). Run at temperature 0 celsius, time 5 hour. Product: COC(C(=CC1=CNC2=NC=CC=C21)C#N)=O (2-Cyano-3-(1H-pyrrolo[2,3-b]pyridin-3-yl)-acrylic acid methyl ester). The yield is 77.9%. As a reaction SMILES: [NH:1]1[C:9]2[C:4](=[CH:5][CH:6]=[CH:7][N:8]=2)[C:3]([CH:10]=O)=[CH:2]1.[C:12]([CH2:14][C:15]([O:17][CH2:18]C)=[O:16])#[N:13]>CO>[CH3:18][O:17][C:15](=[O:16])[C:14]([C:12]#[N:13])=[CH:10][C:3]1[C:4]2[C:9](=[N:8][CH:7]=[CH:6][CH:5]=2)[NH:1][CH:2]=1. Reported procedure: 7-azaindole-3-carboxaldehyde (3.36 g, 22.99 mmol) was taken in 60 ml of methanol and cooled to 0° C. Pipepridine (2.5 ml, 25.28 mmol) was added followed by ethyl cyanoacetate (2.23 ml, 25.27 mmol). The reaction was stirred at RT for 5 hrs then concentrated quenched with water and filtered to give a yellow solid product (4.07 g). The reactants are C(C1=CC(=CC=C1)OC)=O (m-anisaldehyde), C(CCC)[Li] (n-butyllithium), CCCCCC (hexane), BrC1=CC=C(C=C1)Br (p-Dibromobenzene). Solvent: O1CCCC1 (tetrahydrofuran). Conditions: temperature -78 celsius. Product: BrC1=CC=C(C=C1)C(O)C1=CC(=CC=C1)OC ((4-bromophenyl)(3-methoxyphenyl)-methanol). The yield is 96.6%. RXN SMILES: Br[C:2]1[CH:7]=[CH:6][C:5]([Br:8])=[CH:4][CH:3]=1.C([Li])CCC.CCCCCC.[CH:20](=[O:29])[C:21]1[CH:26]=[CH:25][CH:24]=[C:23]([O:27][CH3:28])[CH:22]=1>O1CCCC1>[Br:8][C:5]1[CH:6]=[CH:7][C:2]([CH:20]([C:21]2[CH:26]=[CH:25][CH:24]=[C:23]([O:27][CH3:28])[CH:22]=2)[OH:29])=[CH:3][CH:4]=1. Procedure details: p-Dibromobenzene (7.08 g, 30.0 mmole) was added to 50 ml of anhydrous tetrahydrofuran under nitrogen and the slurry was cooled to -78° C. A solution of n-butyllithium in hexane (1.67 M, 18.0 ml, 30 mmole) was added dropwise over 15 minutes. After stirring for ten minutes at -78° C., 3.8 ml (4.1 g, 30 mmole) of m-anisaldehyde was added dropwise over five minutes. After stirring for 15 minutes, the reaction was quenched with 10 ml of saturated aqueous ammonium chloride solution and was allowed to ...